This data is from the Open Reaction Database (ORD), a public repository of structured organic reaction records. The task is: describe an organic reaction: reactants, conditions, products, and yield Reactants: CN1N=C(C=CC1=O)C1=CC=C(C=C1)Cl (2-methyl-6-(4-chlorophenyl)-3(2H)-pyridazinone), ClS(=O)(=O)O (chlorosulfonic acid), N (ammonia). Yields the product ClC1=C(C=C(C=C1)C1=NN(C(C=C1)=O)C)S(=O)(=O)N (2-chloro-5-(1,6-dihydro-1-methyl-6-oxo-3-pyridazinyl)benzenesulfonamide). As a reaction SMILES: [CH3:1][N:2]1[C:7](=[O:8])[CH:6]=[CH:5][C:4]([C:9]2[CH:14]=[CH:13][C:12]([Cl:15])=[CH:11][CH:10]=2)=[N:3]1.Cl[S:17]([OH:20])(=O)=[O:18].[NH3:21]>>[Cl:15][C:12]1[CH:13]=[CH:14][C:9]([C:4]2[CH:5]=[CH:6][C:7](=[O:8])[N:2]([CH3:1])[N:3]=2)=[CH:10][C:11]=1[S:17]([NH2:21])(=[O:20])=[O:18]. Reported procedure: Similarly reaction of 2-methyl-6-(4-chlorophenyl)-3(2H)-pyridazinone with chlorosulfonic acid followed by ammonia according to the procedure of this Example gives 2-chloro-5-(1,6-dihydro-1-methyl-6-oxo-3-pyridazinyl)benzenesulfonamide. Starting materials: N#Cc1ccc2c(c1)ncn2-c1cccc(-c2ncccn2)c1, CC(C)C[AlH]CC(C)C, Cc1ccccc1, [Cl-], ClCCl, [NH4+], O. Yields the product O=Cc1ccc2c(c1)ncn2-c1cccc(-c2ncccn2)c1. RXN SMILES: [C:10](#[N:11])[c:12]1[cH:13][c:14]2[c:15]([n:16](-[c:19]3[cH:20][c:21](-[c:25]4[n:26][cH:27][cH:28][cH:29][n:30]4)[cH:22][cH:23][cH:24]3)[cH:17][n:18]2)[cH:31][cH:32]1.[CH3:1][CH:2]([CH2:3][AlH:4][CH2:5][CH:6]([CH3:7])[CH3:8])[CH3:9].[CH3:39][c:40]1[cH:41][cH:42][cH:43][cH:44][cH:45]1.[Cl-:36].[Cl:33][CH2:34][Cl:35].[NH4+:37].[OH2:38]>>[CH:10]([c:12]1[cH:13][c:14]2[c:15]([n:16](-[c:19]3[cH:20][c:21](-[c:25]4[n:26][cH:27][cH:28][cH:29][n:30]4)[cH:22][cH:23][cH:24]3)[cH:17][n:18]2)[cH:31][cH:32]1)=[O:38]. Starting materials: CNC=1SC(=CC1C(C1=C(C=CC=C1)Cl)=O)CC (2-methylamino-3-(o-chlorobenzoyl)-5-ethylthiophene), C(N)(OCC)=O (ethyl carbamate). Reagents/catalysts: [Cl-].[Zn+2].[Cl-] (zinc chloride). Reaction conditions: temperature 200 celsius. Yields the product CN1C(N=C(C2=C1SC(=C2)CC)C2=C(C=CC=C2)Cl)=O (1-methyl-4-(o-chlorophenyl)-6-ethyl-1,2-dihydrothieno[2,3-d]pyrimidin-2-one). RXN SMILES: [CH3:1][NH:2][C:3]1[S:4][C:5]([CH2:17][CH3:18])=[CH:6][C:7]=1[C:8](=O)[C:9]1[CH:14]=[CH:13][CH:12]=[CH:11][C:10]=1[Cl:15].[C:19](=O)([O:21]CC)[NH2:20]>[Cl-].[Zn+2].[Cl-]>[CH3:1][N:2]1[C:3]2[S:4][C:5]([CH2:17][CH3:18])=[CH:6][C:7]=2[C:8]([C:9]2[CH:14]=[CH:13][CH:12]=[CH:11][C:10]=2[Cl:15])=[N:20][C:19]1=[O:21] |f:2.3.4|. Procedure: A mixture of 11.7 g of 2-methylamino-3-(o-chlorobenzoyl)-5-ethylthiophene, 11.18 g of ethyl carbamate and 0.86 g of zinc chloride is heated at 200°C for 1 hour. After cooling, the reaction mixture is extracted with chloroform. The extracts are combined, washed with water, dried over sodium sulfate and contentrated to dryness under reduced pressure. The residue is chromatographed on silica gel using chloroform as an eluent to give 1-methyl-4-(o-chlorophenyl)-6-ethyl-1,2-dihydrothieno[2,3-d]pyrimi...